This data is from the Open Reaction Database (ORD), a public repository of structured organic reaction records. The task is: describe an organic reaction: reactants, conditions, products, and yield Reactants: CC(C)(C)OC(=O)NC(Cc1ccccc1)C(O)CN1CCCC(C(=O)NC(CCCc2ccccc2)CCCc2ccccc2)C1, ClCCl, O=C(O)C(F)(F)F. Product: NC(Cc1ccccc1)C(O)CN1CCCC(C(=O)NC(CCCc2ccccc2)CCCc2ccccc2)C1. RXN SMILES: [C:1]([O:2][C:3](=[O:4])[NH:7][CH:8]([CH:9]([CH2:10][N:11]1[CH2:12][CH:13]([C:17]([NH:18][CH:19]([CH2:20][CH2:21][CH2:22][c:23]2[cH:24][cH:25][cH:26][cH:27][cH:28]2)[CH2:29][CH2:30][CH2:31][c:32]2[cH:33][cH:34][cH:35][cH:36][cH:37]2)=[O:38])[CH2:14][CH2:15][CH2:16]1)[OH:39])[CH2:40][c:41]1[cH:42][cH:43][cH:44][cH:45][cH:46]1)([CH3:5])([CH3:6])[CH3:47].[CH2:55]([Cl:56])[Cl:57].[OH:48][C:49]([C:50]([F:51])([F:52])[F:53])=[O:54]>>[NH2:7][CH:8]([CH:9]([CH2:10][N:11]1[CH2:12][CH:13]([C:17]([NH:18][CH:19]([CH2:20][CH2:21][CH2:22][c:23]2[cH:24][cH:25][cH:26][cH:27][cH:28]2)[CH2:29][CH2:30][CH2:31][c:32]2[cH:33][cH:34][cH:35][cH:36][cH:37]2)=[O:38])[CH2:14][CH2:15][CH2:16]1)[OH:39])[CH2:40][c:41]1[cH:42][cH:43][cH:44][cH:45][cH:46]1. The reactants are Cn1cc2cccc(Br)c2n1, C1CCOC1, CCCCCCC, CCc1ccccc1, CC(C)[N-]C(C)C, COC(=O)Cl, [Li+]. Yields the product COC(=O)c1c2cccc(Br)c2nn1C. As a reaction SMILES: [Br:1][c:2]1[cH:3][cH:4][cH:5][c:6]2[cH:7][n:8]([CH3:11])[n:9][c:10]12.[CH2:20]1[O:21][CH2:22][CH2:23][CH2:24]1.[CH3:25][CH2:26][CH2:27][CH2:28][CH2:29][CH2:30][CH3:31].[CH3:32][CH2:33][c:34]1[cH:35][cH:36][cH:37][cH:38][cH:39]1.[CH:12]([N-:13][CH:14]([CH3:15])[CH3:16])([CH3:17])[CH3:18].[Cl:40][C:41](=[O:42])[O:43][CH3:44].[Li+:19]>>[Br:1][c:2]1[cH:3][cH:4][cH:5][c:6]2[c:7]([C:41](=[O:42])[O:43][CH3:44])[n:8]([CH3:11])[n:9][c:10]12. The reactants are C(C)OC(=O)C1=C(N(C2=CC=C(C=C12)OC1=NC(=CC=C1C#N)C)C1=CC=C(C=C1)OC(C)C)CC(=O)OCC (2-Ethoxycarbonylmethyl-5-(3-cyano-6-methyl-2-pyridinyloxy)-1-(4-isopropoxyphenyl)indole-3-carboxylic acid ethyl ester), [OH-].[Na+] (NaOH). Solvent: CCO (EtOH). Product: C(C)OC(=O)C1=C(N(C2=CC=C(C=C12)OC1=NC(=CC=C1C#N)C)C1=CC=C(C=C1)OC(C)C)CC(=O)O (2-Carboxymethyl-5-(3-cyano-6-methyl-2-pyridinyloxy) 1-(4-isopropoxyphenyl)indole-3-carboxylic acid ethyl ester). As a reaction SMILES: [CH2:1]([O:3][C:4]([C:6]1[C:14]2[C:9](=[CH:10][CH:11]=[C:12]([O:15][C:16]3[C:21]([C:22]#[N:23])=[CH:20][CH:19]=[C:18]([CH3:24])[N:17]=3)[CH:13]=2)[N:8]([C:25]2[CH:30]=[CH:29][C:28]([O:31][CH:32]([CH3:34])[CH3:33])=[CH:27][CH:26]=2)[C:7]=1[CH2:35][C:36]([O:38]CC)=[O:37])=[O:5])[CH3:2].[OH-].[Na+]>CCO>[CH2:1]([O:3][C:4]([C:6]1[C:14]2[C:9](=[CH:10][CH:11]=[C:12]([O:15][C:16]3[C:21]([C:22]#[N:23])=[CH:20][CH:19]=[C:18]([CH3:24])[N:17]=3)[CH:13]=2)[N:8]([C:25]2[CH:26]=[CH:27][C:28]([O:31][CH:32]([CH3:33])[CH3:34])=[CH:29][CH:30]=2)[C:7]=1[CH2:35][C:36]([OH:38])=[O:37])=[O:5])[CH3:2] |f:1.2|. Procedure: 2-Ethoxycarbonylmethyl-5-(3-cyano-6-methyl-2-pyridin-yloxy)-1-(4-isopropoxyphenyl)-indole-3-carboxylic acid ethyl ester (275 mg, 0.51 mmol, see step (a) above), 1 M NaOH (aq, 1 M, 1.52 mL) and EtOH (3 mL) was heated at 50° C. for 1 h. The title compound was isolated as described before. Yield 203 mg (77%), mp 179° C. The reactants are N#N (N2), [η6-C6H6—Ru(H2O)3](F3CSO3)2, C(C=C)(=O)OCC (ethyl acrylate), C1=CC=CC=C1 (benzene). Run at temperature 180 celsius, time 48 hour. Yields the product C(\C=C\C1=CC=CC=C1)(=O)OCC ((E)-ethyl cinnamate), C(CC)(=O)OCC (ethyl propanoate). Yield: 26.0%. RXN SMILES: [C:1]([O:5][CH2:6][CH3:7])(=[O:4])[CH:2]=[CH2:3].N#N.[CH:10]1[CH:15]=[CH:14][CH:13]=[CH:12][CH:11]=1>>[C:1]([O:5][CH2:6][CH3:7])(=[O:4])/[CH:2]=[CH:3]/[C:10]1[CH:15]=[CH:14][CH:13]=[CH:12][CH:11]=1.[C:1]([O:5][CH2:6][CH3:7])(=[O:4])[CH2:2][CH3:3]. Procedure: A solution containing 8 ml of benzene, 0.02 mmol of [η6-C6H6—Ru(H2O)3](F3CSO3)2 and 5 mmol of ethyl acrylate in a Fisher-Porter glass reactor was pressurized with 1 atm CO and 7.1 atm of inert gas (e.g., Argon or N2) and heated to 180° C. with stirring for 48 hours. GC analysis revealed formation of 1.1 mmol (E)-ethyl cinnamate (22% yield, 55 TON) and 1.3 mmol ethyl propanoate (26% yield, 65 TON).